This data is from the Open Reaction Database (ORD), a public repository of structured organic reaction records. The task is: describe an organic reaction: reactants, conditions, products, and yield Starting materials: CC1CNCCN1C(=O)C1CCN(C(=O)OC(C)(C)C)CC1, O=C1CCC1, CC(=O)O[BH-](OC(C)=O)OC(C)=O, CO, [Na+]. Product: CC1CN(C2CCC2)CCN1C(=O)C1CCN(C(=O)OC(C)(C)C)CC1. Reaction SMILES: [C:1]([CH3:2])([CH3:3])([CH3:4])[O:5][C:6](=[O:7])[N:8]1[CH2:9][CH2:10][CH:11]([C:14](=[O:15])[N:16]2[CH:17]([CH3:22])[CH2:18][NH:19][CH2:20][CH2:21]2)[CH2:12][CH2:13]1.[C:23]1(=[O:27])[CH2:24][CH2:25][CH2:26]1.[C:28]([O:29][BH-:30]([O:31][C:32](=[O:33])[CH3:34])[O:35][C:36](=[O:37])[CH3:38])(=[O:39])[CH3:40].[CH3:42][OH:43].[Na+:41]>>[C:1]([CH3:2])([CH3:3])([CH3:4])[O:5][C:6](=[O:7])[N:8]1[CH2:9][CH2:10][CH:11]([C:14](=[O:15])[N:16]2[CH:17]([CH3:22])[CH2:18][N:19]([CH:23]3[CH2:24][CH2:25][CH2:26]3)[CH2:20][CH2:21]2)[CH2:12][CH2:13]1. The reactants are C(\C=C\CCCCCCC)(=O)O (trans-2-decenoic acid), CN(CCCN)C (N,N-dimethylpropane-1,3-diamine). Yields the product CN(CCCNC(\C=C\CCCCCCC)=O)C ((E)-N-3-(dimethylamino)propyl dec-2-enamide). As a reaction SMILES: [C:1]([OH:12])(=O)/[CH:2]=[CH:3]/[CH2:4][CH2:5][CH2:6][CH2:7][CH2:8][CH2:9][CH3:10].[CH3:13][N:14]([CH3:19])[CH2:15][CH2:16][CH2:17][NH2:18]>>[CH3:13][N:14]([CH3:19])[CH2:15][CH2:16][CH2:17][NH:18][C:1](=[O:12])/[CH:2]=[CH:3]/[CH2:4][CH2:5][CH2:6][CH2:7][CH2:8][CH2:9][CH3:10]. Procedure: The same operation as in Example 1-1 or 1-2 was carried out using trans-2-decenoic acid and N,N-dimethylpropane-1,3-diamine as starting materials to give the aimed compound. Starting materials: CS(=O)(=O)OCCc1c2ccccc2n2c1[nH]c(=O)c1ccccc12, [H-], O=C1CCCN1, [Na+], CN(C)C=O. Product: O=C1CCCN1CCc1c2ccccc2n2c1[nH]c(=O)c1ccccc12. Reaction SMILES: [CH3:9][S:10]([O:11][CH2:14][CH2:15][c:16]1[c:17]2[cH:18][cH:19][cH:20][cH:21][c:22]2[n:23]2[c:24]1[nH:25][c:26](=[O:33])[c:27]1[cH:28][cH:29][cH:30][cH:31][c:32]21)(=[O:12])=[O:13].[H-:7].[NH:1]1[C:2](=[O:6])[CH2:3][CH2:4][CH2:5]1.[Na+:8].[O:34]=[CH:35][N:36]([CH3:37])[CH3:38]>>[N:1]1([CH2:14][CH2:15][c:16]2[c:17]3[cH:18][cH:19][cH:20][cH:21][c:22]3[n:23]3[c:24]2[nH:25][c:26](=[O:33])[c:27]2[cH:28][cH:29][cH:30][cH:31][c:32]32)[C:2](=[O:6])[CH2:3][CH2:4][CH2:5]1. The reactants are O=C1NOC(=C1)[C@@H]1C[C@@H](N(CC1)C(=O)OC)CC1=CC=C(C=C1)C(F)(F)F ((2R,4S)-Methyl 4-(3-oxo-2,3-dihydroisoxazol-5-yl)-2-(4-(trifluoromethyl)benzyl)piperidine-1-carboxylate), Br (hydrogen bromide). Run at time 18 hour. Yields the product FC(C1=CC=C(C[C@@H]2NCC[C@@H](C2)C2=CC(NO2)=O)C=C1)(F)F (5-((2R,4S)-2-(4-(Trifluoromethyl)benzyl)piperidin-4-yl)isoxazol-3(2H)-one). Isolated yield 80.5%. Reaction SMILES: [O:1]=[C:2]1[CH:6]=[C:5]([C@H:7]2[CH2:12][CH2:11][N:10](C(OC)=O)[C@@H:9]([CH2:17][C:18]3[CH:23]=[CH:22][C:21]([C:24]([F:27])([F:26])[F:25])=[CH:20][CH:19]=3)[CH2:8]2)[O:4][NH:3]1.Br>>[F:27][C:24]([F:25])([F:26])[C:21]1[CH:20]=[CH:19][C:18]([CH2:17][C@H:9]2[CH2:8][C@@H:7]([C:5]3[O:4][NH:3][C:2](=[O:1])[CH:6]=3)[CH2:12][CH2:11][NH:10]2)=[CH:23][CH:22]=1. Procedure: (2R,4S)-Methyl 4-(3-oxo-2,3-dihydroisoxazol-5-yl)-2-(4-(trifluoromethyl)benzyl)piperidine-1-carboxylate (4.889 g, 12.72 mmol) was dissolved in hydrogen bromide (33% in AcOH, 30 mL, 428.24 mmol) and stirred at room temperature for 18 h. The compound was purified by preparative HPLC (2 equal injections) on a XBridge C18 column (10 μm 250×50 ID mm) using a gradient of 05-40% Acetonitrile in H2O/MeCN/NH3 95/5/0.2 buffer over 20 minutes with a flow of 100 mL/min. The product containing fractions were... The yield is 36.2%. Reactants: O=C(CCCCCC(=O)[C-]1C=CC=C1)C1=CC=CC=C1.[CH-]1C=CC=C1.[Fe+2] (7-Oxo-7-phenylheptanoylferrocene), O (water). Reaction conditions: time 8 hour. Reported procedure: 7-Oxo-7-phenylheptanoylferrocene (1.94g; 5 mmole) was dissolved in 5% H2SO4 /acetic acid (40 ml; excess) at room temperature. The solution was stirred overnight and then poured into water (400 ml) and extracted with chloroform (3 × 200 ml). The organic layers were extracted with water, saturated aqueous sodium bicarbonate, and water, and dried (Na2SO4) to yield a brown oil. The crude occurrence product was suspended in hot petroleum ether (bp 40°-60° C.) and filtered. The filtrate was submitted ... The product is C(C1=CC=CC=C1)(=O)C1C(=CCCC1)[C-]1C=CC=C1.[CH-]1C=CC=C1.[Fe+2] (3-benzoyl-2-ferrocenylcyclohexene). RXN SMILES: [O:1]=[C:2]([C:15]1[CH:20]=[CH:19][CH:18]=[CH:17][CH:16]=1)[CH2:3][CH2:4][CH2:5][CH2:6][CH2:7][C:8]([C-:10]1[CH:14]=[CH:13][CH:12]=[CH:11]1)=O.[CH-:21]1[CH:25]=[CH:24][CH:23]=[CH:22]1.[Fe+2:26].O>OS(O)(=O)=O.C(O)(=O)C>[C:2]([CH:3]1[CH2:4][CH2:5][CH2:6][CH:7]=[C:8]1[C-:10]1[CH:14]=[CH:13][CH:12]=[CH:11]1)(=[O:1])[C:15]1[CH:20]=[CH:19][CH:18]=[CH:17][CH:16]=1.[CH-:21]1[CH:25]=[CH:24][CH:23]=[CH:22]1.[Fe+2:26] |f:0.1.2,4.5,6.7.8|. The solvent is OS(=O)(=O)O.C(C)(=O)O (H2SO4 acetic acid), petroleum ether. Starting materials: BrB(Br)Br, COc1ccc(-n2ccc3ccccc32)cc1, ClCCl, O. Yields the product Oc1ccc(-n2ccc3ccccc32)cc1. RXN SMILES: [B:18]([Br:19])([Br:20])[Br:21].[CH3:1][O:2][c:3]1[cH:4][cH:5][c:6](-[n:9]2[cH:10][cH:11][c:12]3[cH:13][cH:14][cH:15][cH:16][c:17]23)[cH:7][cH:8]1.[Cl:23][CH2:24][Cl:25].[OH2:22]>>[OH:2][c:3]1[cH:4][cH:5][c:6](-[n:9]2[cH:10][cH:11][c:12]3[cH:13][cH:14][cH:15][cH:16][c:17]23)[cH:7][cH:8]1. The reactants are C(C)(C)(C)OC(=O)N[C@](CC1CCN(CC1)C(=O)OCC[Si](C)(C)C)(CC=C)C(=O)OC (2-Trimethylsilanylethyl (S)-4-(2-tert-butoxycarbonylamino-2-methoxycarbonylpent-4-enyl)piperidine-1-carboxylate), C(C)(C)(C)OC(=O)NC(C[C@H]1N(CCCC1)C(=O)OCC[Si](C)(C)C)(CC=C)C(=O)OC (2-trimethylsilanylethyl (S)-(2-tert-butoxycarbonylamino-2-methoxycarbonylpent-4-enyl)piperidine-1-carboxylate), C[Si](C)(C)C=[N+]=[N-] (trimethylsilyldiazomethane), solution, C[Si](C)(C)C=[N+]=[N-] (trimethylsilyldiazomethane), C(C)(=O)O (acetic acid). Run in CO (methanol), CCCCCC (hexane). Reaction conditions: temperature 0 celsius, time 1 hour. The product is C(C)(C)(C)OC(=O)N[C@](CC1CCN(CC1)C(=O)OCC[Si](C)(C)C)(CC=C)C(=O)O (2-trimethylsilanylethyl (S)-4-(-2-tert-butoxycarbonylamino-2-carboxypent-4-enyl)piperidine-1-carboxylate). As a reaction SMILES: [C:1]([O:5][C:6]([NH:8][C@@:9]([C:29]([O:31]C)=[O:30])([CH2:26][CH:27]=[CH2:28])[CH2:10][CH:11]1[CH2:16][CH2:15][N:14]([C:17]([O:19][CH2:20][CH2:21][Si:22]([CH3:25])([CH3:24])[CH3:23])=[O:18])[CH2:13][CH2:12]1)=[O:7])([CH3:4])([CH3:3])[CH3:2].C(OC(NC(C(OC)=O)(CC=C)C[C@@H]1CCCCN1C(OCC[Si](C)(C)C)=O)=O)(C)(C)C.C[Si](C=[N+]=[N-])(C)C.C(O)(=O)C>CO.CCCCCC>[C:1]([O:5][C:6]([NH:8][C@@:9]([C:29]([OH:31])=[O:30])([CH2:26][CH:27]=[CH2:28])[CH2:10][CH:11]1[CH2:12][CH2:13][N:14]([C:17]([O:19][CH2:20][CH2:21][Si:22]([CH3:23])([CH3:25])[CH3:24])=[O:18])[CH2:15][CH2:16]1)=[O:7])([CH3:4])([CH3:2])[CH3:3]. Procedure details: 2-Trimethylsilanylethyl (S)-4-(2-tert-butoxycarbonylamino-2-methoxycarbonylpent-4-enyl)piperidine-1-carboxylate 1.1 g of 2-trimethylsilanylethyl (S)-(2-tert-butoxycarbonylamino-2-methoxycarbonylpent-4-enyl)piperidine-1-carboxylate were dissolved in 33 ml of methanol and cooled to 0° C. 2.3 ml of a 2 N solution of trimethylsilyldiazomethane in hexane were added dropwise. The mixture was allowed to reach room temperature in the course of 3 h, and then a further 2.3 ml of the trimethylsilyldiazomet... Starting materials: NC=1SC=C(N1)CC(=O)NC=1SC(=CN1)C(C)C (2-(2-amino-1,3-thiazol-4-yl)-N-(5-isopropyl-1,3-thiazol-2-yl)acetamide), C(C)C(C(=O)[O-])(CC)I (ethyl-iodobutyrate), C([O-])([O-])=O.[K+].[K+] (potassium carbonate). Run in C(C)O (ethanol). The product is C(C)(C)C1=CN=C(S1)NC(CC=1N=C(SC1)N1C(CCC1)=O)=O (N-(5-isopropyl-1,3-thiazol-2-yl)-2-[2-(2-oxo-1-pyrrolidinyl)-1,3-thiazol-4-yl]acetamide). Isolated yield 30.0%. RXN SMILES: [NH2:1][C:2]1[S:3][CH:4]=[C:5]([CH2:7][C:8]([NH:10][C:11]2[S:12][C:13]([CH:16]([CH3:18])[CH3:17])=[CH:14][N:15]=2)=[O:9])[N:6]=1.[CH2:19]([C:21](I)(CC)[C:22]([O-])=[O:23])[CH3:20].C(=O)([O-])[O-].[K+].[K+]>C(O)C>[CH:16]([C:13]1[S:12][C:11]([NH:10][C:8](=[O:9])[CH2:7][C:5]2[N:6]=[C:2]([N:1]3[CH2:20][CH2:19][CH2:21][C:22]3=[O:23])[S:3][CH:4]=2)=[N:15][CH:14]=1)([CH3:18])[CH3:17] |f:2.3.4|. Procedure details: A mixture of 2.8 g (0.01 mol) of 2-(2-amino-1,3-thiazol-4-yl)-N-(5-isopropyl-1,3-thiazol-2-yl)acetamide, 4.84 g (0.02 mol) of ethyl-iodobutyrate and 2.76 g (0.02 mol) of potassium carbonate in 50 ml of absolute ethanol was stirred under reflux for 5 hours. The mixture was cooled and filtered, and the salts were washed with two 20 ml portions of ethanol. The ethanol was removed at reduced pressure and the residue was dissolved in 100 ml of CH2Cl2. The solution was washed with 30 ml of water, drie...